Dataset: the Open Reaction Database (ORD), a public repository of structured organic reaction records. Task: describe an organic reaction: reactants, conditions, products, and yield Reactants: NCC1=CC=NC=C1 (4-(aminomethyl)pyridine), C(=O)OCC (ethyl formate). Run at time 16 hour. Product: N1=CC=C(C=C1)CNC=O (N-(4-pyridylmethyl)formamide). Reaction SMILES: [NH2:1][CH2:2][C:3]1[CH:8]=[CH:7][N:6]=[CH:5][CH:4]=1.[CH:9](OCC)=[O:10]>>[N:6]1[CH:7]=[CH:8][C:3]([CH2:2][NH:1][CH:9]=[O:10])=[CH:4][CH:5]=1. Reported procedure: A solution of 4-(aminomethyl)pyridine (54.1 g, 0.5 mol) and ethyl formate (44.4 ml) was refluxed for two hours and then permitted to stand at ambient temperature for 16 hours. The reaction was distilled to produce 61.6 g of N-(4-pyridylmethyl)formamide.